From a dataset of the Open Reaction Database (ORD), a public repository of structured organic reaction records. describe an organic reaction: reactants, conditions, products, and yield The reactants are Cl, Cl, Cl, CC(C)COc1cccc2[nH]c(C(=O)NC3CCN(CCN4CCCCCC4)CC3)cc12, NC1CCN(CCN2CCCC(O)C2)CC1. Product: CC(C)COc1cccc2[nH]c(C(=O)NC3CCN(CCN4CCCC(O)C4)CC3)cc12. RXN SMILES: [ClH:33].[ClH:34].[ClH:35].[N:1]1([CH2:8][CH2:9][N:10]2[CH2:11][CH2:12][CH:13]([NH:16][C:17](=[O:18])[c:19]3[nH:20][c:21]4[cH:22][cH:23][cH:24][c:25]([O:28][CH2:29][CH:30]([CH3:31])[CH3:32])[c:26]4[cH:27]3)[CH2:14][CH2:15]2)[CH2:2][CH2:3][CH2:4][CH2:5][CH2:6][CH2:7]1.[NH2:36][CH:37]1[CH2:38][CH2:39][N:40]([CH2:41][CH2:42][N:43]2[CH2:44][CH2:45][CH2:46][CH:47]([OH:51])[CH2:48]2)[CH2:49][CH2:50]1>>[N:1]1([CH2:8][CH2:9][N:10]2[CH2:11][CH2:12][CH:13]([NH:16][C:17](=[O:18])[c:19]3[nH:20][c:21]4[cH:22][cH:23][cH:24][c:25]([O:28][CH2:29][CH:30]([CH3:31])[CH3:32])[c:26]4[cH:27]3)[CH2:14][CH2:15]2)[CH2:2][CH:3]([OH:51])[CH2:5][CH2:6][CH2:7]1.